This data is from the Open Reaction Database (ORD), a public repository of structured organic reaction records. The task is: describe an organic reaction: reactants, conditions, products, and yield Reactants: C(C=C)N(CC=C)C1=C(C=O)C=CC=C1 (N,N-diallylaminobenzaldehyde), C1(=CC=CC=C1)NN (phenylhydrazine). The solvent is CO (methanol). The product is C1(=CC=CC=C1)NN=CC1=C(C=CC=C1)N(CC=C)CC=C (diallylaminobenzaldehyde N-phenylhydrazone). RXN SMILES: [CH2:1]([N:4]([C:8]1[CH:15]=[CH:14][CH:13]=[CH:12][C:9]=1[CH:10]=O)[CH2:5][CH:6]=[CH2:7])[CH:2]=[CH2:3].[C:16]1([NH:22][NH2:23])[CH:21]=[CH:20][CH:19]=[CH:18][CH:17]=1>CO>[C:16]1([NH:22][N:23]=[CH:10][C:9]2[CH:12]=[CH:13][CH:14]=[CH:15][C:8]=2[N:4]([CH2:5][CH:6]=[CH2:7])[CH2:1][CH:2]=[CH2:3])[CH:21]=[CH:20][CH:19]=[CH:18][CH:17]=1. Procedure: To 1 mole of N,N-diallylaminobenzaldehyde in methanol, was added 1.2 moles of phenylhydrazine. The mixture was heated under reflux for about 2 hours to yield diallylaminobenzaldehyde N-phenylhydrazone (melting point: 63.5°-65.0° C.). Into a mixture of 5 cc of 5N sodium hydroxide solution and 20 cc of dimethyl sulfoxide, were added 5.0 g of said hydrazone and 4.8 g of allyl bromide. The mixture was stirred for 2 hours at room temperature. After completion of the reaction, 50 cc of water and ethyl... Starting materials: COc1cc2ncnc(N3CCc4ccc([N+](=O)[O-])cc43)c2cc1OC, CO, Cl. The product is COc1cc2ncnc(N3CCc4ccc(N)cc43)c2cc1OC. Reaction SMILES: [CH3:1][O:2][c:3]1[cH:4][c:5]2[c:6]([N:15]3[CH2:16][CH2:17][c:18]4[cH:19][cH:20][c:21]([N+:24]([O-:25])=[O:26])[cH:22][c:23]43)[n:7][cH:8][n:9][c:10]2[cH:11][c:12]1[O:13][CH3:14].[CH3:28][OH:29].[ClH:27]>>[CH3:1][O:2][c:3]1[cH:4][c:5]2[c:6]([N:15]3[CH2:16][CH2:17][c:18]4[cH:19][cH:20][c:21]([NH2:24])[cH:22][c:23]43)[n:7][cH:8][n:9][c:10]2[cH:11][c:12]1[O:13][CH3:14]. Starting materials: FC=1C(=C(C=C(C1)F)O)OC (3,5-Difluoro-2-methoxyphenol), B(Br)(Br)Br (boron tribromide). The solvent is ClCCl (dichloromethane), ClCCl (dichloromethane). Reaction conditions: temperature -25 celsius, time 20 hour. Yields the product FC1=C(C(=CC(=C1)F)O)O (3,5-Difluorobenzene-1,2-diol). Reaction SMILES: [F:1][C:2]1[C:3]([O:10]C)=[C:4]([OH:9])[CH:5]=[C:6]([F:8])[CH:7]=1.B(Br)(Br)Br>ClCCl>[F:1][C:2]1[CH:7]=[C:6]([F:8])[CH:5]=[C:4]([OH:9])[C:3]=1[OH:10]. Reported procedure: 3,5-Difluoro-2-methoxyphenol (1.0 g, 6.3 mmol, prepared as described in Jones, Lyn H.; Randall, Amy; Barba, Oscar; Selby, Matthew D., Organic & Biomolecular Chemistry 2007, 5, 3431-3433) was dissolved in dry dichloromethane (11 mL), cooled to −20 to −30° C. and treated in portions with boron tribromide (BBr3) solution in dichloromethane (1.0 M; 13 mL, 13 mmol). The cooling bath was removed and the mixture was stirred for 20 h at 20° C. The mixture was cooled to −30° C., treated in portions with ... The reactants are O=C1CCC(=O)N1Br, C1CCOC1, Cc1ccc(-c2ccc(S(C)(=O)=O)cc2)n1-c1ccc(F)cc1. The product is Cc1c(Br)cc(-c2ccc(S(C)(=O)=O)cc2)n1-c1ccc(F)cc1. RXN SMILES: [Br:24][N:25]1[C:26](=[O:27])[CH2:28][CH2:29][C:30]1=[O:31].[CH2:32]1[O:33][CH2:34][CH2:35][CH2:36]1.[F:1][c:2]1[cH:3][cH:4][c:5](-[n:8]2[c:9]([CH3:23])[cH:10][cH:11][c:12]2-[c:13]2[cH:14][cH:15][c:16]([S:19](=[O:20])(=[O:21])[CH3:22])[cH:17][cH:18]2)[cH:6][cH:7]1>>[F:1][c:2]1[cH:3][cH:4][c:5](-[n:8]2[c:9]([CH3:23])[c:10]([Br:24])[cH:11][c:12]2-[c:13]2[cH:14][cH:15][c:16]([S:19](=[O:20])(=[O:21])[CH3:22])[cH:17][cH:18]2)[cH:6][cH:7]1. Reactants: CCN(CC(=O)O)C(=O)N1CCN2C(=O)OC(c3ccccc3)(c3ccccc3)C2C1, CCO, [Na+], C1CCOC1, [OH-]. Product: O=C(O)CNC(=O)N1CCN2C(=O)OC(c3ccccc3)(c3ccccc3)C2C1. Reaction SMILES: [CH2:1]([CH3:2])[N:3]([CH2:4][C:5](=[O:6])[OH:7])[C:8](=[O:9])[N:10]1[CH2:11][CH:12]2[N:13]([CH2:14][CH2:15]1)[C:16](=[O:31])[O:17][C:18]2([c:19]1[cH:20][cH:21][cH:22][cH:23][cH:24]1)[c:25]1[cH:26][cH:27][cH:28][cH:29][cH:30]1.[CH3:34][CH2:35][OH:36].[Na+:33].[O:37]1[CH2:38][CH2:39][CH2:40][CH2:41]1.[OH-:32]>>[NH:3]([CH2:4][C:5](=[O:6])[OH:7])[C:8](=[O:9])[N:10]1[CH2:11][CH:12]2[N:13]([CH2:14][CH2:15]1)[C:16](=[O:31])[O:17][C:18]2([c:19]1[cH:20][cH:21][cH:22][cH:23][cH:24]1)[c:25]1[cH:26][cH:27][cH:28][cH:29][cH:30]1. RXN SMILES: C([O:3][C:4](=O)[C:5]([CH3:19])([CH3:18])[CH2:6][NH:7][C:8]([O:10][CH2:11][C:12]1[CH:17]=[CH:16][CH:15]=[CH:14][CH:13]=1)=[O:9])C.[CH3:21][NH2:22]>>[CH2:11]([O:10][C:8]([NH:7][CH2:6][C:5]([CH3:19])([CH3:18])[C:4]([NH:22][CH3:21])=[O:3])=[O:9])[C:12]1[CH:17]=[CH:16][CH:15]=[CH:14][CH:13]=1. Product: C(C1=CC=CC=C1)OC(=O)NCC(C(=O)NC)(C)C (3-Benzyloxycarbonylamino-2,2-dimethyl-N-methylpropionic acid amide). The reactants are C(C)OC(C(CNC(=O)OCC1=CC=CC=C1)(C)C)=O (3-benzyloxycarbonylamino-2,2-dimethylpropionic acid ethyl ester), CN (methylamine). Reported procedure: 4.19 g of 3-benzyloxycarbonylamino-2,2-dimethylpropionic acid ethyl ester and 50 ml of 33% methylamine (in ethanol) are stirred for 8 days at 60° C. in a bomb tube. The reaction mixture is concentrated by evaporation and the residue is purified by FC (220 g of silica gel, dichloromethane/methanol=95:5). The title compound is obtained: Rf (dichloromethane/methanol=9:1)=0.51. The reactants are CC1=CC=C(C=C1)S(=O)(=O)Cl (4-Methylbenzenesulfonyl chloride), OOC[C@H]1N(CCC1)C(=O)OC(C)(C)C (tert-butyl (S)-2-hydroxyoxymethylpyrrolidine-1-carboxylate), resultant mixture. Solvent: N1=CC=CC=C1 (pyridine). Reaction conditions: temperature 0 celsius. The product is CC1=CC=C(C=C1)S(=O)(=O)OC[C@H]1N(CCC1)C(=O)OC(C)(C)C (tert-butyl (S)-2-(4-methylbenzenesulfonyl-oxymethyl)pyrrolidine-1-carboxylate). The yield is 103.9%. RXN SMILES: [CH3:1][C:2]1[CH:7]=[CH:6][C:5]([S:8](Cl)(=[O:10])=[O:9])=[CH:4][CH:3]=1.O[O:13][CH2:14][C@@H:15]1[CH2:19][CH2:18][CH2:17][N:16]1[C:20]([O:22][C:23]([CH3:26])([CH3:25])[CH3:24])=[O:21]>N1C=CC=CC=1>[CH3:1][C:2]1[CH:7]=[CH:6][C:5]([S:8]([O:13][CH2:14][C@@H:15]2[CH2:19][CH2:18][CH2:17][N:16]2[C:20]([O:22][C:23]([CH3:26])([CH3:25])[CH3:24])=[O:21])(=[O:10])=[O:9])=[CH:4][CH:3]=1. Reported procedure: 4-Methylbenzenesulfonyl chloride (22.7 g) was added portionwise to a stirred, cooled solution of tert-butyl (S)-2-hydroxyoxymethylpyrrolidine-1-carboxylate (20.0 g) in pyridine (70 mL) while maintaining the temperature at 0° C. The resultant mixture was stirred at room temperature overnight. The mixture was concentrated under vacuum and the residue was dissolved in DCM and washed with saturated aqueous sodium bicarbonate solution and brine, dried (Na2SO4) and filtered. The filtrate was evaporate... Reaction conditions: temperature 65 celsius, time 16 hour. The solvent is O (water), CN(C)C=O (DMF). Starting materials: C([O-])([O-])=O.[Cs+].[Cs+] (cesium carbonate), N#N (N2), BrC=1C=C2C(=NC1Cl)OC(=C2C(=O)NC)C2=CC=C(C=C2)F (5-bromo-6-chloro-2-(4-fluorophenyl)-N-methylfuro[2,3-b]pyridine-3-carboxamide), C(C)(C)(C)OC(=O)C=1C=C(C=CC1)B(O)O ((3-(tert-butoxycarbonyl)phenyl)boronic acid). Yield: 88.7%. RXN SMILES: Br[C:2]1[CH:3]=[C:4]2[C:11]([C:12]([NH:14][CH3:15])=[O:13])=[C:10]([C:16]3[CH:21]=[CH:20][C:19]([F:22])=[CH:18][CH:17]=3)[O:9][C:5]2=[N:6][C:7]=1[Cl:8].[C:23]([O:27][C:28]([C:30]1[CH:31]=[C:32](B(O)O)[CH:33]=[CH:34][CH:35]=1)=[O:29])([CH3:26])([CH3:25])[CH3:24].C(=O)([O-])[O-].[Cs+].[Cs+].N#N>O.CN(C=O)C.C1C=CC([P]([Pd]([P](C2C=CC=CC=2)(C2C=CC=CC=2)C2C=CC=CC=2)([P](C2C=CC=CC=2)(C2C=CC=CC=2)C2C=CC=CC=2)[P](C2C=CC=CC=2)(C2C=CC=CC=2)C2C=CC=CC=2)(C2C=CC=CC=2)C2C=CC=CC=2)=CC=1>[Cl:8][C:7]1[N:6]=[C:5]2[O:9][C:10]([C:16]3[CH:21]=[CH:20][C:19]([F:22])=[CH:18][CH:17]=3)=[C:11]([C:12](=[O:13])[NH:14][CH3:15])[C:4]2=[CH:3][C:2]=1[C:34]1[CH:35]=[C:30]([CH:31]=[CH:32][CH:33]=1)[C:28]([O:27][C:23]([CH3:25])([CH3:26])[CH3:24])=[O:29] |f:2.3.4,^1:56,58,77,96|. Yields the product ClC1=C(C=C2C(=N1)OC(=C2C(NC)=O)C2=CC=C(C=C2)F)C=2C=C(C(=O)OC(C)(C)C)C=CC2 (tert-butyl 3-(6-chloro-2-(4-fluorophenyl)-3-(methylcarbamoyl)furo[2,3-b]pyridin-5-yl)benzoate). Procedure details: A mixture of 5-bromo-6-chloro-2-(4-fluorophenyl)-N-methylfuro[2,3-b]pyridine-3-carboxamide (5.0 g, 13 mmol), (3-(tert-butoxycarbonyl)phenyl)boronic acid (2.75 g, 12.4 mmol). Pd(Ph3P)4 (2.26 g, 1.96 mmol) and cesium carbonate (8.49 g, 26.1 mmol) was degassed/charged with N2 and diluted with water (22 ml)/DMF (220 ml). The resultant mixture was then degassed, charged with N2, heated to an internal temperature of 65° C. and allowed to stir under N2 atmosphere for 16 h. The reaction mixture was cool... Reagents/catalysts: C=1C=CC(=CC1)[P](C=2C=CC=CC2)(C=3C=CC=CC3)[Pd]([P](C=4C=CC=CC4)(C=5C=CC=CC5)C=6C=CC=CC6)([P](C=7C=CC=CC7)(C=8C=CC=CC8)C=9C=CC=CC9)[P](C=1C=CC=CC1)(C=1C=CC=CC1)C=1C=CC=CC1 (Pd(Ph3P)4). The product is CCCCOc1ccc(S(=O)(=O)Nc2nc(CC(=O)OCC)cs2)cc1. Reaction SMILES: [CH2:13]([CH2:14][CH2:15][CH3:16])[O:17][c:18]1[cH:19][cH:20][c:21]([S:24](=[O:25])(=[O:26])[Cl:27])[cH:22][cH:23]1.[NH2:1][c:2]1[s:3][cH:4][c:5]([CH2:7][C:8](=[O:9])[O:10][CH2:11][CH3:12])[n:6]1>>[NH:1]([c:2]1[s:3][cH:4][c:5]([CH2:7][C:8](=[O:9])[O:10][CH2:11][CH3:12])[n:6]1)[S:24]([c:21]1[cH:20][cH:19][c:18]([O:17][CH2:13][CH2:14][CH2:15][CH3:16])[cH:23][cH:22]1)(=[O:25])=[O:26]. Starting materials: CCCCOc1ccc(S(=O)(=O)Cl)cc1, CCOC(=O)Cc1csc(N)n1. Reactants: CC(=O)c1ccc2c(c1)Cc1ccccc1-2, Cl, N#C[Na], O. Product: CC(O)(C#N)c1ccc2c(c1)Cc1ccccc1-2. Reaction SMILES: [C:1]([CH3:2])(=[O:3])[c:4]1[cH:5][c:6]2[c:14]([cH:15][cH:16]1)-[c:13]1[c:8]([cH:9][cH:10][cH:11][cH:12]1)[CH2:7]2.[ClH:20].[Na:17][C:18]#[N:19].[OH2:21]>>[C:1]([CH3:2])([OH:3])([c:4]1[cH:5][c:6]2[c:14]([cH:15][cH:16]1)-[c:13]1[c:8]([cH:9][cH:10][cH:11][cH:12]1)[CH2:7]2)[C:18]#[N:19].